This data is from the Open Reaction Database (ORD), a public repository of structured organic reaction records. The task is: describe an organic reaction: reactants, conditions, products, and yield Reactants: [Br-], OCCCBr, CCCC[N+](CCCC)(CCCC)CCCC, Cc1ccccc1, Oc1c(Cl)cc(OCC=C(Cl)Cl)cc1Cl, [Li+], [OH-], O, O, O=S(=O)(O)O. Product: OCCCOc1c(Cl)cc(OCC=C(Cl)Cl)cc1Cl. As a reaction SMILES: [Br-:29].[Br:1][CH2:2][CH2:3][CH2:4][OH:5].[CH2:30]([N+:31]([CH2:32][CH2:33][CH2:34][CH3:35])([CH2:36][CH2:37][CH2:38][CH3:39])[CH2:40][CH2:41][CH2:42][CH3:43])[CH2:44][CH2:45][CH3:46].[CH3:48][c:49]1[cH:50][cH:51][cH:52][cH:53][cH:54]1.[Cl:6][c:7]1[c:8]([OH:20])[c:9]([Cl:19])[cH:10][c:11]([O:13][CH2:14][CH:15]=[C:16]([Cl:17])[Cl:18])[cH:12]1.[Li+:23].[OH-:22].[OH2:21].[OH2:47].[S:24](=[O:25])(=[O:26])([OH:27])[OH:28]>>[CH2:2]([CH2:3][CH2:4][OH:5])[O:20][c:8]1[c:7]([Cl:6])[cH:12][c:11]([O:13][CH2:14][CH:15]=[C:16]([Cl:17])[Cl:18])[cH:10][c:9]1[Cl:19]. Reactants: ClC=1C=CC(=C(C#N)C1)F (5-chloro-2-fluorobenzonitrile), CC(C)[S-].[Na+] (sodium propane-2-thiolate), Cl (hydrochloric acid). Solvent: CN(C=O)C (N,N-dimethylformamide). Yields the product ClC=1C=CC(=C(C#N)C1)SC(C)C (5-chloro-2-[(1-methylethyl)sulfanyl]benzonitrile). Yield: 88.9%. Reaction SMILES: [Cl:1][C:2]1[CH:3]=[CH:4][C:5](F)=[C:6]([CH:9]=1)[C:7]#[N:8].[CH3:11][CH:12]([S-:14])[CH3:13].[Na+].Cl>CN(C)C=O>[Cl:1][C:2]1[CH:3]=[CH:4][C:5]([S:14][CH:12]([CH3:13])[CH3:11])=[C:6]([CH:9]=1)[C:7]#[N:8] |f:1.2|. Procedure details: (Step 1) A mixture of 5-chloro-2-fluorobenzonitrile (6.0 g) and sodium propane-2-thiolate (4.16 g) was stirred in N,N-dimethylformamide (30 ml) at room temperature for 18 hr. The reaction solution was treated with 1N hydrochloric acid, and extracted with ethyl acetate. The extract was washed successively with aqueous sodium hydrogen carbonate solution and saturated brine, and dried over magnesium sulfate. The solvent was evaporated under reduced pressure to give 5-chloro-2-[(1-methylethyl)sulfan... Reactants: O (water), C(C)(C)(C)C1=NC(=CC(=C1)C)C(C)(C)C (2,6-di-tert-butyl-4-methylpyridine), S(N)(=O)(=O)Cl (sulfamoyl chloride), [N+](=O)([O-])C1=C(C=CC=C1)C1=CC=C(C=C1)O (2′-nitrobiphenyl-4-ol). Solvent: C(Cl)Cl (methylene chloride). Run at time 5 hour. Product: S(N)(OC1=CC=C(C=C1)C1=C(C=CC=C1)[N+](=O)[O-])(=O)=O (2′-nitrobiphenyl-4-yl sulfamate). Yield: 100.9%. Reaction SMILES: [N+:1]([C:4]1[CH:9]=[CH:8][CH:7]=[CH:6][C:5]=1[C:10]1[CH:15]=[CH:14][C:13]([OH:16])=[CH:12][CH:11]=1)([O-:3])=[O:2].C(C1C=C(C)C=C(C(C)(C)C)N=1)(C)(C)C.[S:32](Cl)(=[O:35])(=[O:34])[NH2:33].O>C(Cl)Cl>[S:32](=[O:35])(=[O:34])([O:16][C:13]1[CH:12]=[CH:11][C:10]([C:5]2[CH:6]=[CH:7][CH:8]=[CH:9][C:4]=2[N+:1]([O-:3])=[O:2])=[CH:15][CH:14]=1)[NH2:33]. Procedure details: 108 mg of 2′-nitrobiphenyl-4-ol was dissolved in 9.5 ml of methylene chloride, and 312 mg of 2,6-di-tert-butyl-4-methylpyridine and 347 mg of sulfamoyl chloride were successively added thereto under cooling with ice, followed by stirring at room temperature for 5 hours. After water was added to the reaction mixture, the product was extracted with ethyl acetate. The organic layer was washed with water and dried over anhydrous magnesium sulfate. After the solvent was distilled off, the resulting c... Yield: 91.9%. The reactants are FC(F)(F)C1(CC1)C(=O)O (Trifluoromethyl-cyclopropanecarboxylic acid), C(CC(O)(C(=O)O)CC(=O)O)(=O)O (citric acid), C(C(=O)Cl)(=O)Cl (oxalyl chloride), C(=O)=O.CO (dry ice methanol), CS(=O)(=O)[O-].O=C1O[C@@H]2C[NH2+][C@H]1C2 ((1S,4S)-3-oxo-2-oxa-5-azonia-bicyclo[2.2.1]heptane methanesulfonate). As a reaction SMILES: [F:1][C:2]([C:5]1([C:8]([OH:10])=O)[CH2:7][CH2:6]1)([F:4])[F:3].C(Cl)(=O)C(Cl)=O.C(=O)=O.CO.CS([O-])(=O)=O.[O:27]=[C:28]1[C@@H:33]2[CH2:34][C@@H:30]([CH2:31][NH2+:32]2)[O:29]1.C(O)(=O)CC(CC(O)=O)(C(O)=O)O>C1(C)C=CC=CC=1.CN(C)C=O.C(N(CC)CC)C.O1CCCC1>[F:1][C:2]([F:4])([F:3])[C:5]1([C:8]([N:32]2[CH2:31][C@@H:30]3[CH2:34][C@H:33]2[C:28](=[O:27])[O:29]3)=[O:10])[CH2:7][CH2:6]1 |f:2.3,4.5|. Reagents/catalysts: CN(C=O)C (dimethylformamide). Conditions: temperature 2 celsius, time 30 minute. Solvent: C1(=CC=CC=C1)C (toluene), C1(=CC=CC=C1)C (toluene), C(C)N(CC)CC (triethylamine), O1CCCC1 (tetrahydrofuran), C(C)N(CC)CC (triethylamine). Procedure details: Trifluoromethyl-cyclopropanecarboxylic acid (167.0 g, 1084 mmol) was suspended in toluene (500 mL) and then dimethylformamide (3.6 mL, 47 mmol) was added. The mixture was cooled to 2° C. (ice bath) and a solution of oxalyl chloride (90 mL, 1037 mmol) in toluene (167 mL) was added dropwise (within 25 min). The mixture was then stirred for additional 30 min, followed by 4 h at room temperature. Subsequently, it was cooled to 0° C. again (dry ice/methanol bath) and (1S,4S)-3-oxo-2-oxa-5-azonia-bicy... Product: FC(C1(CC1)C(=O)N1[C@@H]2C(O[C@H](C1)C2)=O)(F)F ((1S,4S)-5-(1-Trifluoromethyl-cyclopropanecarbonyl)-2-oxa-5-aza-bicyclo[2.2.1]heptan-3-one). Starting materials: C(CCCCC)(=O)OCCOC(CCCCC)=O (ethylene glycol di-n-hexanoate), C(CCCCCCC)(=O)Cl (octanoyl chloride), C(CO)O (ethylene glycol), N1C=NC=C1 (imidazole). Product: C(CCCCCCC)(=O)OCCOC(CCCCCCC)=O (Ethylene glycol di-n-octanoate). Reaction SMILES: [C:1]([O:8][CH2:9][CH2:10][O:11][C:12](=[O:18])[CH2:13][CH2:14][CH2:15][CH2:16][CH3:17])(=[O:7])[CH2:2][CH2:3][CH2:4][CH2:5][CH3:6].[C:19](Cl)(=O)[CH2:20]CCCCCC.[CH2:29](O)[CH2:30]O.N1C=CN=C1>>[C:1]([O:8][CH2:9][CH2:10][O:11][C:12](=[O:18])[CH2:13][CH2:14][CH2:15][CH2:16][CH2:17][CH2:29][CH3:30])(=[O:7])[CH2:2][CH2:3][CH2:4][CH2:5][CH2:6][CH2:19][CH3:20]. Procedure details: Ethylene glycol di-n-octanoate was prepared as described for ethylene glycol di-n-hexanoate (except that heating was conducted at 140°- 150° C.) from octanoyl chloride (483 ml, 2.83 mol), anhydrous ethylene glycol (78 ml, 1.40 mol) and imidazole (193 g, 2.84 mol). Obtained 381.3 g (86.7% purified yield) of clear, colorless, mobile oil (bp 145°°148° C./<1 mm Hg).